From a dataset of the Open Reaction Database (ORD), a public repository of structured organic reaction records. describe an organic reaction: reactants, conditions, products, and yield Starting materials: OC[C@@H](C)NC=1C2=C(N=C(N1)NC1=CC=C(C=C1)N1CCN(CC1)C(C)=O)N(C=C2)S(=O)(=O)C2=CC=C(C)C=C2 ((R)-1-(4-(4-(4-(1-hydroxypropan-2-ylamino)-7-tosyl-7H-pyrrolo[2,3-d]pyrimidin-2-ylamino)phenyl)piperazin-1-yl)ethanone), [OH-].[K+] (KOH). Run in CO (MeOH), O1CCOCC1 (dioxane). Run at temperature 60 celsius, time 3 hour. Product: OC[C@@H](C)NC=1C2=C(N=C(N1)NC1=CC=C(C=C1)N1CCN(CC1)C(C)=O)NC=C2 ((R)-1-(4-(4-(4-(1-hydroxypropan-2-ylamino)-7H-pyrrolo[2,3-d]pyrimidin-2-ylamino)phenyl)piperazin-1-yl)ethanone). Isolated yield 38.9%. RXN SMILES: [OH:1][CH2:2][C@H:3]([NH:5][C:6]1[C:7]2[CH:30]=[CH:29][N:28](S(C3C=CC(C)=CC=3)(=O)=O)[C:8]=2[N:9]=[C:10]([NH:12][C:13]2[CH:18]=[CH:17][C:16]([N:19]3[CH2:24][CH2:23][N:22]([C:25](=[O:27])[CH3:26])[CH2:21][CH2:20]3)=[CH:15][CH:14]=2)[N:11]=1)[CH3:4].[OH-].[K+]>CO.O1CCOCC1>[OH:1][CH2:2][C@H:3]([NH:5][C:6]1[C:7]2[CH:30]=[CH:29][NH:28][C:8]=2[N:9]=[C:10]([NH:12][C:13]2[CH:18]=[CH:17][C:16]([N:19]3[CH2:20][CH2:21][N:22]([C:25](=[O:27])[CH3:26])[CH2:23][CH2:24]3)=[CH:15][CH:14]=2)[N:11]=1)[CH3:4] |f:1.2|. Reported procedure: To a solution of (R)-1-(4-(4-(4-(1-hydroxypropan-2-ylamino)-7-tosyl-7H-pyrrolo[2,3-d]pyrimidin-2-ylamino)phenyl)piperazin-1-yl)ethanone (25 mg, 0.044 mmol) in MeOH (1 mL) and dioxane (1 mL), aq. 1N KOH (1.0 mL, 1.0 mmol) was added. After being stirred at 60° C. for 3 h, it was concentrated in vacuo. The residue was acidified with HOAc (1 mL), then was purified by HPLC to give (R)-1-(4-(4-(4-(1-hydroxypropan-2-ylamino)-7H-pyrrolo[2,3-d]pyrimidin-2-ylamino)phenyl)piperazin-1-yl)ethanone (7 mg), MS...